From a dataset of the Open Reaction Database (ORD), a public repository of structured organic reaction records. describe an organic reaction: reactants, conditions, products, and yield Reactants: ClC1=C(C=CC(=C1)Cl)C=1OC2=C(N1)C=C(C=C2)O (2-(2,4-dichlorophenyl)benzoxazol-5-ol), C(Cl)[C@@H]1CO1 ((S)-(+)-epichlorohydrin), C([O-])([O-])=O.[K+].[K+] (potassium carbonate). The solvent is CC(=O)C (acetone). Run at time 8 hour. The product is O1[C@H](C1)COC=1C=CC2=C(N=C(O2)C2=C(C=C(C=C2)Cl)Cl)C1 (5-[((2R)oxiran-2-yl)methoxy]-2-(2,4-dichlorophenyl)benzoxazole). Yield: 77.8%. RXN SMILES: [Cl:1][C:2]1[CH:7]=[C:6]([Cl:8])[CH:5]=[CH:4][C:3]=1[C:9]1[O:10][C:11]2[CH:17]=[CH:16][C:15]([OH:18])=[CH:14][C:12]=2[N:13]=1.[CH2:19]([C@H:21]1[O:23][CH2:22]1)Cl.C(=O)([O-])[O-].[K+].[K+]>CC(C)=O>[O:23]1[CH2:22][C@@H:21]1[CH2:19][O:18][C:15]1[CH:16]=[CH:17][C:11]2[O:10][C:9]([C:3]3[CH:4]=[CH:5][C:6]([Cl:8])=[CH:7][C:2]=3[Cl:1])=[N:13][C:12]=2[CH:14]=1 |f:2.3.4|. Procedure details: A mixture of 2-(2,4-dichlorophenyl)benzoxazol-5-ol (6.0 g, 36 mmol), (S)-(+)-epichlorohydrin (3.3 g, 315 mmol) (20 ml, 182 mmol), and potassium carbonate (20 g, 144 mmol) in acetone (100 ml) was heated to reflux and allowed to stir overnight. The solution was allowed to cool and filtered through Celite 512. The filtrate was evaporated under reduced pressure to yield an oil, which was chromatographed on silica gel, eluting with 20% ethyl acetate/hexanes, to yield 5-[((2R)oxiran-2-yl)methoxy]-2-(2... Reactants: CC=1OC=CC1C(=O)O (2-methyl-3-furancarboxylic acid), S(=O)(Cl)Cl (thionyl chloride). The product is CC=1OC=CC1C(=O)Cl (2-methyl-3-furanylcarboxylic chloride). RXN SMILES: [CH3:1][C:2]1[O:3][CH:4]=[CH:5][C:6]=1[C:7]([OH:9])=O.S(Cl)([Cl:12])=O>>[CH3:1][C:2]1[O:3][CH:4]=[CH:5][C:6]=1[C:7]([Cl:12])=[O:9]. Procedure: A first reaction mixture of chloroacetaldehyde dimethylacetal (300 g), water (400 mL) and 36% hydrochloric acid (40 mL) was stirred and brought to reflux. When the first reaction mixture became homogenous, it was cooled and added to a stirred solution of ethyl acetoacetate (260 g) and pyridine (500 mL) and left stirring at ambient temperature for 72 hours, to produce a second reaction mixture. The organic layer was then separated from the second reaction mixture and the aqueous layer was diluted... The reactants are ice water, ClC1=C(C=O)C=CC(=C1)F (2-chloro-4-fluorobenzaldehyde), solution, C[Mg]Br (methylmagnesium bromide). Run in C(C)OCC (diethyl ether), C(C)OCC (diethyl ether). Conditions: temperature 0 celsius. Yields the product ClC1=C(C=CC(=C1)F)C(C)O (1-(2-chloro-4-fluorophenyl)ethanol). As a reaction SMILES: [Cl:1][C:2]1[CH:9]=[C:8]([F:10])[CH:7]=[CH:6][C:3]=1[CH:4]=[O:5].[CH3:11][Mg]Br>C(OCC)C>[Cl:1][C:2]1[CH:9]=[C:8]([F:10])[CH:7]=[CH:6][C:3]=1[CH:4]([OH:5])[CH3:11]. Procedure: A solution of 5.25 g (0.033 mole) of 2-chloro-4-fluorobenzaldehyde in 100 ml of diethyl ether was cooled to -10° C., and 11.2 ml (0.033 mole) of a 2.95 M solution of methylmagnesium bromide in diethyl ether was added dropwise with stirring. The reaction mixture was warmed to 0° C. and was stirred for several hours. After warming to room temperature, the reaction mixture was poured into an ice/water mixture. The resulting mixture was extracted with methylene chloride. The solvent was evaporated f... Reactants: C(C1=CC=CC=C1)O (benzyl alcohol), FC=1C=C2C(=NC1)NC(=C2)C(=O)OCC (ethyl 5-fluoro-1H-pyrrolo[2,3-b]pyridine-2-carboxylate). The product is C(C1=CC=CC=C1)N1C(=CC=2C1=NC=C(C2)F)C(=O)OCC (ethyl 1-benzyl-5-fluoro-1H-pyrrolo[2,3-b]pyridine-2-carboxylate). Reaction SMILES: [CH2:1](O)[C:2]1[CH:7]=[CH:6][CH:5]=[CH:4][CH:3]=1.[F:9][C:10]1[CH:11]=[C:12]2[CH:18]=[C:17]([C:19]([O:21][CH2:22][CH3:23])=[O:20])[NH:16][C:13]2=[N:14][CH:15]=1>>[CH2:1]([N:16]1[C:13]2=[N:14][CH:15]=[C:10]([F:9])[CH:11]=[C:12]2[CH:18]=[C:17]1[C:19]([O:21][CH2:22][CH3:23])=[O:20])[C:2]1[CH:7]=[CH:6][CH:5]=[CH:4][CH:3]=1. Procedure: The ethyl 1-benzyl-5-fluoro-1H-pyrrolo[2,3-b]pyridine-2-carboxylate was prepared according to a method similar to that described in Example 4.1, from benzyl alcohol and the ethyl 5-fluoro-1H-pyrrolo[2,3-b]pyridine-2-carboxylate prepared in the preceding step.